Dataset: the Open Reaction Database (ORD), a public repository of structured organic reaction records. Task: describe an organic reaction: reactants, conditions, products, and yield Starting materials: [Al+3], C1CCOC1, CC(C)N1CCC2(CC1)CNC(=O)CO2, [F-], [H-], [H-], [H-], [H-], [Li+], [Na+], O. The product is CC(C)N1CCC2(CC1)CNCCO2. RXN SMILES: [Al+3:17].[CH2:25]1[O:26][CH2:27][CH2:28][CH2:29]1.[CH:1]([CH3:2])([CH3:3])[N:4]1[CH2:5][CH2:6][C:7]2([CH2:8][NH:9][C:10](=[O:13])[CH2:11][O:12]2)[CH2:14][CH2:15]1.[F-:22].[H-:16].[H-:19].[H-:20].[H-:21].[Li+:18].[Na+:23].[OH2:24]>>[CH:1]([CH3:2])([CH3:3])[N:4]1[CH2:5][CH2:6][C:7]2([CH2:8][NH:9][CH2:10][CH2:11][O:12]2)[CH2:14][CH2:15]1. Yields the product O=C(O)c1coc2cc(OCCCN3CCC(c4noc5cc(F)ccc45)CC3)ccc2c1=O, Cl. The reactants are O=C([O-])[O-], CN(C)C=O, O=C(O)c1coc2cc(OCCCCl)ccc2c1=O, Cl, Cl, Fc1ccc2c(C3CCNCC3)noc2c1, [I-], [K+], [K+], [K+], O. Reaction SMILES: [C:37](=[O:38])([O-:39])[O-:40].[CH3:46][N:47]([CH3:48])[CH:49]=[O:50].[Cl:1][CH2:2][CH2:3][CH2:4][O:5][c:6]1[cH:7][cH:8][c:9]2[c:10](=[O:19])[c:11]([C:16](=[O:17])[OH:18])[cH:12][o:13][c:14]2[cH:15]1.[ClH:20].[ClH:45].[F:21][c:22]1[cH:23][c:24]2[c:25]([c:26]([CH:29]3[CH2:30][CH2:31][NH:32][CH2:33][CH2:34]3)[n:27][o:28]2)[cH:35][cH:36]1.[I-:44].[K+:41].[K+:42].[K+:43].[OH2:51]>>[CH2:2]([CH2:3][CH2:4][O:5][c:6]1[cH:7][cH:8][c:9]2[c:10](=[O:19])[c:11]([C:16](=[O:17])[OH:18])[cH:12][o:13][c:14]2[cH:15]1)[N:32]1[CH2:31][CH2:30][CH:29]([c:26]2[c:25]3[c:24]([cH:23][c:22]([F:21])[cH:36][cH:35]3)[o:28][n:27]2)[CH2:34][CH2:33]1.[ClH:1]. Reactants: NC1=NC=C(C(=O)OC)C=C1C#CC1=CC(=CC=C1)NC(=O)C=1OC=CC1C (methyl 6-amino-5-({3-[(3-methyl-2-furoyl)amino]phenyl}ethynyl)nicotinate), [OH-].[K+] (potassium hydroxide). Run in CO.O (MeOH—H2O). Run at temperature 65 celsius. The product is NC1=NC=C(C(=O)O)C=C1C#CC1=CC(=CC=C1)NC(=O)C=1OC=CC1C (6-Amino-5-({3-[(3-methyl-2-furoyl)amino]phenyl}ethynyl)nicotinic acid). Isolated yield 99.9%. RXN SMILES: [NH2:1][C:2]1[C:11]([C:12]#[C:13][C:14]2[CH:19]=[CH:18][CH:17]=[C:16]([NH:20][C:21]([C:23]3[O:24][CH:25]=[CH:26][C:27]=3[CH3:28])=[O:22])[CH:15]=2)=[CH:10][C:5]([C:6]([O:8]C)=[O:7])=[CH:4][N:3]=1.[OH-].[K+]>CO.O>[NH2:1][C:2]1[C:11]([C:12]#[C:13][C:14]2[CH:19]=[CH:18][CH:17]=[C:16]([NH:20][C:21]([C:23]3[O:24][CH:25]=[CH:26][C:27]=3[CH3:28])=[O:22])[CH:15]=2)=[CH:10][C:5]([C:6]([OH:8])=[O:7])=[CH:4][N:3]=1 |f:1.2,3.4|. Reported procedure: To a solution of methyl 6-amino-5-({3-[(3-methyl-2-furoyl)amino]phenyl}ethynyl)nicotinate, (1.82 g, 4.85 mmol, 1 eq) in MeOH—H2O (100 mL, 3:1) at RT was added potassium hydroxide (2.72 g, 10 eq) with stirring. The mixture was heated at 65° C. for 2 hours and a brown solution was observed at this time. The reaction mixture was concentrated to remove most of the methanol. The resulting solution was cooled to 0° C. and concentrated HCl was added until the pH was around 3 at which time a white preci... The reactants are CC(C)C[AlH]CC(C)C, CCOCC, N#CCCCCCCOC1CCCCO1, O=S(=O)(O)O, c1ccccc1. Product: O=CCCCCCCOC1CCCCO1. As a reaction SMILES: [CH3:1][CH:2]([CH2:3][AlH:4][CH2:5][CH:6]([CH3:7])[CH3:8])[CH3:9].[CH3:36][CH2:37][O:38][CH2:39][CH3:40].[O:10]1[CH:11]([O:16][CH2:17][CH2:18][CH2:19][CH2:20][CH2:21][CH2:22][C:23]#[N:24])[CH2:12][CH2:13][CH2:14][CH2:15]1.[S:25]([OH:26])(=[O:27])(=[O:28])[OH:29].[cH:30]1[cH:31][cH:32][cH:33][cH:34][cH:35]1>>[O:10]1[CH:11]([O:16][CH2:17][CH2:18][CH2:19][CH2:20][CH2:21][CH2:22][CH:23]=[O:26])[CH2:12][CH2:13][CH2:14][CH2:15]1. The reactants are CC1(OCCO1)C=1N=C(SC1)CN1N=CC(=N1)N (2-[4-(2-methyl-[1,3]dioxolan-2-yl)-thiazol-2-ylmethyl]-2H-[1,2,3]triazol-4-ylamine), CC=1SC(=C(N1)C(=O)O)C=1C=C(C=CC1)C (2-methyl-5-m-tolyl-thiazole-4-carboxylic acid). Yields the product C(C)(=O)C=1N=C(SC1)CN1N=CC(=N1)NC(=O)C=1N=C(SC1C=1C=C(C=CC1)C)C (2-Methyl-5-m-tolyl-thiazole-4-carboxylic acid [2-(4-acetyl-thiazol-2-ylmethyl)-2H-[1,2,3]triazol-4-yl]-amide). RXN SMILES: [CH3:1][C:2]1([C:7]2[N:8]=[C:9]([CH2:12][N:13]3[N:17]=[C:16]([NH2:18])[CH:15]=[N:14]3)[S:10][CH:11]=2)[O:6]CCO1.[CH3:19][C:20]1[S:21][C:22]([C:28]2[CH:29]=[C:30]([CH3:34])[CH:31]=[CH:32][CH:33]=2)=[C:23]([C:25](O)=[O:26])[N:24]=1>>[C:2]([C:7]1[N:8]=[C:9]([CH2:12][N:13]2[N:17]=[C:16]([NH:18][C:25]([C:23]3[N:24]=[C:20]([CH3:19])[S:21][C:22]=3[C:28]3[CH:29]=[C:30]([CH3:34])[CH:31]=[CH:32][CH:33]=3)=[O:26])[CH:15]=[N:14]2)[S:10][CH:11]=1)(=[O:6])[CH3:1]. Reported procedure: Following general procedure A followed by B, starting from 2-[4-(2-methyl-[1,3]dioxolan-2-yl)-thiazol-2-ylmethyl]-2H-[1,2,3]triazol-4-ylamine and 2-methyl-5-m-tolyl-thiazole-4-carboxylic acid. Starting materials: CC1=C(N=CN1)CSCCN (2-(5-Methyl-4-imidazolylmethylthio)ethylamine), [N+](=O)([O-])NC1=NC=C(C(N1)=O)CC1=CC(N(C=C1)C)=O (2-nitroamino-5-(1-methyl-2-oxopyridin-4-ylmethyl)pyrimidin-4-one). Run in C(C)O (ethanol). The product is CC1=C(N=CN1)CSCCNC1=NC=C(C(N1)=O)CC1=CC(N(C=C1)C)=O (2-[2-(5-methyl-4-imidazolylmethylthio)ethylamino]-5-(1-methyl-2-oxopyridin-4-ylmethyl)pyrimidin-4-one). Yield: 55.5%. As a reaction SMILES: [CH3:1][C:2]1[NH:6][CH:5]=[N:4][C:3]=1[CH2:7][S:8][CH2:9][CH2:10][NH2:11].[N+](N[C:16]1[NH:21][C:20](=[O:22])[C:19]([CH2:23][C:24]2[CH:29]=[CH:28][N:27]([CH3:30])[C:26](=[O:31])[CH:25]=2)=[CH:18][N:17]=1)([O-])=O>C(O)C>[CH3:1][C:2]1[NH:6][CH:5]=[N:4][C:3]=1[CH2:7][S:8][CH2:9][CH2:10][NH:11][C:16]1[NH:21][C:20](=[O:22])[C:19]([CH2:23][C:24]2[CH:29]=[CH:28][N:27]([CH3:30])[C:26](=[O:31])[CH:25]=2)=[CH:18][N:17]=1. Procedure: 2-(5-Methyl-4-imidazolylmethylthio)ethylamine (1.37 g) and 2-nitroamino-5-(1-methyl-2-oxopyridin-4-ylmethyl)pyrimidin-4-one (2.08 g) were refluxed in ethanol (10 ml) for 24 hours. The reaction mixture was cooled and evaporated under reduced pressure to afford a glassy residue which was washed with hot water yielding a white solid. This solid was filtered off, washed with water and recrystallised from methanol to yield 2-[2-(5-methyl-4-imidazolylmethylthio)ethylamino]-5-(1-methyl-2-oxopyridin-4-y... Reactants: CC(C)O, [Cu]I, Cc1cc(C)cc(I)c1, [K+], [K+], O=C([O-])[O-], OCCO, Oc1ccc(S)cc1. Product: Cc1cc(C)cc(Sc2ccc(O)cc2)c1. RXN SMILES: [CH3:30][CH:31]([OH:32])[CH3:33].[Cu:28][I:29].[I:1][c:2]1[cH:3][c:4]([CH3:9])[cH:5][c:6]([CH3:8])[cH:7]1.[K+:18].[K+:19].[O-:20][C:21]([O-:22])=[O:23].[OH:24][CH2:25][CH2:26][OH:27].[SH:10][c:11]1[cH:12][cH:13][c:14]([OH:17])[cH:15][cH:16]1>>[c:2]1([S:10][c:11]2[cH:12][cH:13][c:14]([OH:17])[cH:15][cH:16]2)[cH:3][c:4]([CH3:9])[cH:5][c:6]([CH3:8])[cH:7]1.